From a dataset of the Open Reaction Database (ORD), a public repository of structured organic reaction records. describe an organic reaction: reactants, conditions, products, and yield The product is O[C@H](CC#N)C1=CC(=CC=C1)NCC1CCOCC1 ((R)-3-hydroxy-3-(3-(((tetrahydro-2H-pyran-4-yl)methyl)amino)phenyl)propanenitrile). The reactants are [BH-](OC(=O)C)(OC(=O)C)OC(=O)C.[Na+] (Na(OAc)3BH), CC(=O)O (CH3COOH), O1CCC(CC1)C=O (tetrahydro-2H-pyran-4-carbaldehyde), NC=1C=C(C=CC1)[C@@H](CC#N)O ((R)-3-(3-aminophenyl)-3-hydroxypropanenitrile). The solvent is C(Cl)Cl (CH2Cl2), C(=O)(O)[O-].[Na+] (NaHCO3). RXN SMILES: CC(O)=O.[O:5]1[CH2:10][CH2:9][CH:8]([CH:11]=O)[CH2:7][CH2:6]1.[NH2:13][C:14]1[CH:15]=[C:16]([C@H:20]([OH:24])[CH2:21][C:22]#[N:23])[CH:17]=[CH:18][CH:19]=1.[BH-](OC(C)=O)(OC(C)=O)OC(C)=O.[Na+]>C(Cl)Cl.C([O-])(O)=O.[Na+]>[OH:24][C@@H:20]([C:16]1[CH:17]=[CH:18][CH:19]=[C:14]([NH:13][CH2:11][CH:8]2[CH2:7][CH2:6][O:5][CH2:10][CH2:9]2)[CH:15]=1)[CH2:21][C:22]#[N:23] |f:3.4,6.7|. Conditions: time 8 hour. Procedure details: CH3COOH (1 mL) was added to a solution of tetrahydro-2H-pyran-4-carbaldehyde (0.7 g, 6.12 mmol) and (R)-3-(3-aminophenyl)-3-hydroxypropanenitrile (1.0 g, 6.12 mmol) in CH2Cl2 (20 mL) at 0° C. followed by the addition of Na(OAc)3BH (3.89 g, 18.34 mmol). The reaction mixture was stirred at room temperature overnight. The reaction mixture was diluted with NaHCO3 (50 mL), extracted with EtOAc (200 mL), organic layer was dried over anhydrous Na2SO4 and concentrated under reduced pressure. Purificatio... The product is CCCCCCCN1CCN(C(=O)C2CCC(c3cccnc3)N2)CC1. The reactants are CCCCCCCN1CCN(C(=O)C2CC=C(c3cccnc3)N2)CC1, O. RXN SMILES: [CH2:1]([CH2:2][CH2:3][CH2:4][CH2:5][CH2:6][CH3:7])[N:8]1[CH2:9][CH2:10][N:11]([C:14](=[O:15])[CH:16]2[CH2:17][CH:18]=[C:19]([c:21]3[cH:22][n:23][cH:24][cH:25][cH:26]3)[NH:20]2)[CH2:12][CH2:13]1.[OH2:27]>>[CH2:1]([CH2:2][CH2:3][CH2:4][CH2:5][CH2:6][CH3:7])[N:8]1[CH2:9][CH2:10][N:11]([C:14](=[O:15])[CH:16]2[CH2:17][CH2:18][CH:19]([c:21]3[cH:22][n:23][cH:24][cH:25][cH:26]3)[NH:20]2)[CH2:12][CH2:13]1.